From a dataset of the Open Reaction Database (ORD), a public repository of structured organic reaction records. describe an organic reaction: reactants, conditions, products, and yield Starting materials: FC(S(=O)(=O)OS(=O)(=O)C(F)(F)F)(F)F (trifluoromethanesulphonic anhydride), FC(CCO)(C(F)(F)F)F (3,3,4,4,4-pentafluorobutanol). Conditions: temperature 56 celsius, time 2 hour. Yields the product FC(S(=O)(=O)OCCC(C(F)(F)F)(F)F)(F)F (3,3,4,4,4-Pentafluorobutyl trifluoromethanesulphonate). Reaction SMILES: FC(F)(F)S([O:6][S:7]([C:10]([F:13])([F:12])[F:11])(=[O:9])=[O:8])(=O)=O.[F:16][C:17]([F:25])([C:21]([F:24])([F:23])[F:22])[CH2:18][CH2:19]O>>[F:13][C:10]([F:11])([F:12])[S:7]([O:6][CH2:19][CH2:18][C:17]([F:25])([F:16])[C:21]([F:24])([F:23])[F:22])(=[O:8])=[O:9]. Procedure: 198.49 g (703.51 mmol) of trifluoromethanesulphonic anhydride were initially charged under argon. The reaction flask was immersed into an oil bath at 70° C. and heated to internal temperature 56° C. 88.2 ml (738.68 mmol) of 3,3,4,4,4-pentafluorobutanol were added dropwise to the reaction mixture within 35 min and the mixture was stirred at bath temperature 70-73° C. and internal temperature 69° C. for two hours. The reaction mixture was concentrated on a rotary evaporator and the residue was tak... Starting materials: C(C)(=O)Cl (Acetyl chloride), C(C1=CC=CC=C1)O (benzyl alcohol), O=C[C@H](O)[C@@H](O)[C@H](O)[C@H](O)CO (glucose). Conditions: temperature 80 celsius, time 8 hour. The product is C1=CC=C(C=C1)CO[C@@H]2[C@@H]([C@H]([C@@H]([C@H](O2)CO)O)O)O (Benzyl-alpha-D-glucopyranoside). Reaction SMILES: C(Cl)(=O)C.[CH2:5]([OH:12])[C:6]1[CH:11]=[CH:10][CH:9]=[CH:8][CH:7]=1.[O:13]=[CH:14][C@@H:15]([C@H:17]([C@@H:19]([C@@H:21]([CH2:23][OH:24])[OH:22])[OH:20])[OH:18])O>>[CH:9]1[CH:10]=[CH:11][C:6]([CH2:5][O:12][C@H:23]2[O:24][C@H:15]([CH2:14][OH:13])[C@@H:17]([OH:18])[C@H:19]([OH:20])[C@H:21]2[OH:22])=[CH:7][CH:8]=1. Reported procedure: Acetyl chloride, 80 mL, was added carefully to 1.75 L benzyl alcohol. This was followed by the addition of 180 g glucose. The mixture was heated, with stirring, at 80° C. overnight; then cooled, and poured into a plastic bucket. The product was precipitated as an oil by the addition of ether (3 L) and hexane (15 L). The supernatant liquid was decanted, and the residual oil washed with ether-hexane 1:1 (10 L), then ether. This afforded benzyl-alpha-D-glucopyranoside as a semisolid which was filte... Reactants: O (water), C(CCC)(=O)O (butyric acid), COC(CBr)OC (bromoacetaldehyde dimethyl acetal), C(=O)([O-])[O-].[K+].[K+] (K2CO3). Reagents/catalysts: [Br-].C(CCC)[N+](CCCC)(CCCC)CCCC (tetrabutylammonium bromide). The solvent is CC#N (CH3CN). Run at temperature 134 celsius, time 16 hour. The product is C(CCC)(=O)OCC(OC)OC (2,2-dimethoxyethyl butyrate). Yield: 78.0%. Reaction SMILES: [C:1]([OH:6])(=[O:5])[CH2:2][CH2:3][CH3:4].[CH3:7][O:8][CH:9]([O:12][CH3:13])[CH2:10]Br.C([O-])([O-])=O.[K+].[K+].O>[Br-].C([N+](CCCC)(CCCC)CCCC)CCC.CC#N>[C:1]([O:6][CH2:10][CH:9]([O:12][CH3:13])[O:8][CH3:7])(=[O:5])[CH2:2][CH2:3][CH3:4] |f:2.3.4,6.7|. Reported procedure: A mixture of butyric acid (1.0 g, 11.35 mmol), bromoacetaldehyde dimethyl acetal (2.25 mL, 19.13 mmol), tetrabutylammonium bromide (1.83 g, 5.67 mmol) and K2CO3 (1.56 g, 11.35 mmol) in 10 mL of anhydrous CH3CN was stirred at 134° C. for 16 h in a sealed tube. It was cooled to room temperature, water was added and the mixture was extracted with Et2O (3×120 mL). The combined organic phases were washed with saturated NaCl (2×60 mL), dried over Na2SO4, filtered and concentrated in vacuo. The residue... Reactants: N1CCOCC1 (morpholine), P(OCC)(OCC)[O-] (diethyl phosphite), C=O (formaldehyde). Run at time 1 hour. Product: O1CCN(CC1)CP(OCC)(OCC)=O (diethyl morpholinomethylphosphonate). As a reaction SMILES: [NH:1]1[CH2:6][CH2:5][O:4][CH2:3][CH2:2]1.[P:7]([O-:14])([O:11][CH2:12][CH3:13])[O:8][CH2:9][CH3:10].[CH2:15]=O>>[O:4]1[CH2:5][CH2:6][N:1]([CH2:15][P:7](=[O:14])([O:11][CH2:12][CH3:13])[O:8][CH2:9][CH3:10])[CH2:2][CH2:3]1. Procedure details: To a stirred mixture of morpholine (43.5 g:0.5 mole) and diethyl phosphite (69 g:0.5 mole) was added aqueous formaldehyde (41 g:0.5 mole) during 60 min. at 50°-60°. After stirring for an additional 1 hr. water was removed in vacuo and the resulting oil distilled. Pure diethyl morpholinomethylphosphonate, 105 g (87%) bp 108°-9°/0.1 mm was obtained. The product is CC1(OC2=C(C1)C=CC=C2OC2=CC=C(C=C2)NC(=O)N(C)OC)C (1-[4-(2,3-dihydro-2,2-dimethyl-7-benzofuranyloxy)phenyl]-3-methoxy-3-methylurea). Yield: 69.6%. Reaction conditions: time 1.5 hour. Procedure details: 1.5 g of 4-(2,3-dihydro-2,2-dimethyl-7-benzofuranyloxy)aniline was dissolved in 20 ml of N,N-dimethylformamide, and 0.8 g of N-methoxy-N-methylcarbamoyl chloride was gradually added to this solution at room temperature. After 1.5 hours, N,N-dimethylformamide was distilled off under reduced pressure. The residue was dissolved in ethyl acetate, washed with water and dried over magnesium sulfate. After distilling off the solvent, the residual oily substance was purified by silica gel column chromat... The reactants are CC1(OC2=C(C1)C=CC=C2OC2=CC=C(N)C=C2)C (4-(2,3-dihydro-2,2-dimethyl-7-benzofuranyloxy)aniline), CON(C(=O)Cl)C (N-methoxy-N-methylcarbamoyl chloride). Solvent: CN(C=O)C (N,N-dimethylformamide). As a reaction SMILES: [CH3:1][C:2]1([CH3:19])[CH2:6][C:5]2[CH:7]=[CH:8][CH:9]=[C:10]([O:11][C:12]3[CH:18]=[CH:17][C:15]([NH2:16])=[CH:14][CH:13]=3)[C:4]=2[O:3]1.[CH3:20][O:21][N:22]([CH3:26])[C:23](Cl)=[O:24]>CN(C)C=O>[CH3:1][C:2]1([CH3:19])[CH2:6][C:5]2[CH:7]=[CH:8][CH:9]=[C:10]([O:11][C:12]3[CH:18]=[CH:17][C:15]([NH:16][C:23]([N:22]([O:21][CH3:20])[CH3:26])=[O:24])=[CH:14][CH:13]=3)[C:4]=2[O:3]1.